Dataset: the Open Reaction Database (ORD), a public repository of structured organic reaction records. Task: describe an organic reaction: reactants, conditions, products, and yield Reactants: CS(=O)(=O)c1ccc(F)c(F)c1, O=C(O)Cc1ccc(Cl)c(O)c1. Yields the product CS(=O)(=O)c1ccc(Oc2cc(CC(=O)O)ccc2Cl)c(F)c1. RXN SMILES: [CH3:1][S:2](=[O:3])(=[O:4])[c:5]1[cH:6][c:7]([F:12])[c:8]([F:11])[cH:9][cH:10]1.[Cl:13][c:14]1[c:15]([OH:24])[cH:16][c:17]([CH2:20][C:21](=[O:22])[OH:23])[cH:18][cH:19]1>>[CH3:1][S:2](=[O:3])(=[O:4])[c:5]1[cH:6][c:7]([F:12])[c:8]([O:24][c:15]2[c:14]([Cl:13])[cH:19][cH:18][c:17]([CH2:20][C:21](=[O:22])[OH:23])[cH:16]2)[cH:9][cH:10]1. The reactants are BrC1=C(C=CC(=C1)OC)O (2-bromo-4-methoxyphenol), ClCCCl (1,2-di-chloroethane), [OH-].[Na+] (sodium hydroxide). Reagents/catalysts: [Cl-].C(C1=CC=CC=C1)[N+](CC)(CC)CC (benzyltriethylammonium chloride). The solvent is O (water). The product is BrC1=C(C=CC(=C1)OC)OCCCl (2-Bromo-1-(2-chloroethoxy)-4-methoxybenzene). Reaction SMILES: [Br:1][C:2]1[CH:7]=[C:6]([O:8][CH3:9])[CH:5]=[CH:4][C:3]=1[OH:10].[Cl:11][CH2:12][CH2:13]Cl.[OH-].[Na+]>[Cl-].C([N+](CC)(CC)CC)C1C=CC=CC=1.O>[Br:1][C:2]1[CH:7]=[C:6]([O:8][CH3:9])[CH:5]=[CH:4][C:3]=1[O:10][CH2:13][CH2:12][Cl:11] |f:2.3,4.5|. Reported procedure: To a solution of 2-bromo-4-methoxyphenol (20.00 g, 98.04 mmol) in 1,2-di-chloroethane (50.00 mL, 0.63 mol) was added sodium hydroxide (12.00 g, 0.29 mol) and benzyltriethylammonium chloride (3.00 g) in water (150 mL). The mixture was stirred at reflux for 24 h and extracted with ethyl acetate (3×150 mL). The combined organic extracts were washed with brine and dried (Na2SO4). After removing the solvent under reduced pressure, flash chromatography (1:1 diethyl ether/hexane) of the residue gave 14... The reactants are CC1COC(=O)N1c1ccc(C(=O)O)cc1, Cc1ccc(C(=O)C2CCNCC2)c(C)c1, Cl. Product: Cc1ccc(C(=O)C2CCN(C(=O)c3ccc(N4C(=O)OCC4C)cc3)CC2)c(C)c1. RXN SMILES: [CH3:18][CH:19]1[N:20]([c:25]2[cH:26][cH:27][c:28]([C:29](=[O:30])[OH:31])[cH:32][cH:33]2)[C:21](=[O:24])[O:22][CH2:23]1.[CH3:2][c:3]1[c:4]([C:10](=[O:11])[CH:12]2[CH2:13][CH2:14][NH:15][CH2:16][CH2:17]2)[cH:5][cH:6][c:7]([CH3:9])[cH:8]1.[ClH:1]>>[CH3:2][c:3]1[c:4]([C:10](=[O:11])[CH:12]2[CH2:13][CH2:14][N:15]([C:29]([c:28]3[cH:27][cH:26][c:25]([N:20]4[CH:19]([CH3:18])[CH2:23][O:22][C:21]4=[O:24])[cH:33][cH:32]3)=[O:30])[CH2:16][CH2:17]2)[cH:5][cH:6][c:7]([CH3:9])[cH:8]1. Reactants: Cc1cc(C)c(Br)c(C)c1, [Li]C(C)(C)C, C1CCOC1, COc1ccccn1, CCCCC, [Cl-], O=C1Nc2ccc(I)cc2C1=O, [NH4+]. The product is COc1ncccc1C1(O)C(=O)Nc2ccc(I)cc21. As a reaction SMILES: [Br:11][c:12]1[c:13]([CH3:14])[cH:15][c:16]([CH3:17])[cH:18][c:19]1[CH3:20].[C:1]([Li:2])([CH3:3])([CH3:4])[CH3:5].[CH2:43]1[O:44][CH2:45][CH2:46][CH2:47]1.[CH3:21][O:22][c:23]1[n:24][cH:25][cH:26][cH:27][cH:28]1.[CH3:6][CH2:7][CH2:8][CH2:9][CH3:10].[Cl-:41].[I:29][c:30]1[cH:31][c:32]2[c:36]([cH:37][cH:38]1)[NH:35][C:34](=[O:39])[C:33]2=[O:40].[NH4+:42]>>[CH3:21][O:22][c:23]1[n:24][cH:25][cH:26][cH:27][c:28]1[C:33]1([OH:40])[c:32]2[cH:31][c:30]([I:29])[cH:38][cH:37][c:36]2[NH:35][C:34]1=[O:39].